From a dataset of the Open Reaction Database (ORD), a public repository of structured organic reaction records. describe an organic reaction: reactants, conditions, products, and yield Reactants: O=C1NC2=C(N1C(=O)OCC)C=CC=C2 (Ethyl 2-oxo-2,3-dihydrobenzimidazole-1-carboxylate), ICl (iodine monochloride), ice water. Run in C(C)(=O)O (acetic acid). Run at time 5 minute. Product: IC=1C=CC2=C(N(C(N2)=O)C(=O)OCC)C1 (Ethyl 6-iodo-2-oxo-2,3-dihydrobenzimidazole-1-carboxylate). RXN SMILES: [O:1]=[C:2]1[N:6]([C:7]([O:9][CH2:10][CH3:11])=[O:8])[C:5]2[CH:12]=[CH:13][CH:14]=[CH:15][C:4]=2[NH:3]1.[I:16]Cl>C(O)(=O)C>[I:16][C:13]1[CH:14]=[CH:15][C:4]2[NH:3][C:2](=[O:1])[N:6]([C:7]([O:9][CH2:10][CH3:11])=[O:8])[C:5]=2[CH:12]=1. Procedure details: A mixture of 9.00 g (43.6 mmol) of ethyl 2-oxo-2,3-dihydrobenzimidazole-1-carboxylate (IV) and 14.2 g (87.3 mmol) of iodine monochloride in acetic acid (100 ml) was stirred at room temperature for 5 min and then at 85° C. for 2.5 h. The cooled reaction mixture was poured into ice-water. The precipitated solid was filtered off, washed with water, dried in vacuo and recrystallized from THF. The reactants are C(=O)OCCCN1C(N(C2=C(C1=O)C(=C(N=C2)OC2=CC(=CC=C2)Cl)CC2=CC=C(C=C2)Cl)C)=O (3-(5-(4-chlorobenzyl)-6-(3-chlorophenoxy)-1-methyl-2,4-dioxo-1,2-dihydro pyrido[3,4-d]pyrimidin-3(4H)-yl)propyl formate), O[Li].O (LiOH.H2O). Run in C1CCOC1 (THF), O (water), CC(OCC)=O (EA), O (water). Run at time 15 minute. The product is ClC1=CC=C(CC2=C(N=CC=3N(C(N(C(C32)=O)CCCO)=O)C)OC3=CC(=CC=C3)Cl)C=C1 (5-(4-chlorobenzyl)-6-(3-chlorophenoxy)-3-(3-hydroxypropyl)-1-methylpyrido[3,4-d]pyrimidine-2,4(1H,3H)-dione). Yield: 26.4%. Reaction SMILES: C([O:3][CH2:4][CH2:5][CH2:6][N:7]1[C:12](=[O:13])[C:11]2[C:14]([CH2:26][C:27]3[CH:32]=[CH:31][C:30]([Cl:33])=[CH:29][CH:28]=3)=[C:15]([O:18][C:19]3[CH:24]=[CH:23][CH:22]=[C:21]([Cl:25])[CH:20]=3)[N:16]=[CH:17][C:10]=2[N:9]([CH3:34])[C:8]1=[O:35])=O.O[Li].O>C1COCC1.O.CC(=O)OCC>[Cl:33][C:30]1[CH:29]=[CH:28][C:27]([CH2:26][C:14]2[C:11]3[C:12](=[O:13])[N:7]([CH2:6][CH2:5][CH2:4][OH:3])[C:8](=[O:35])[N:9]([CH3:34])[C:10]=3[CH:17]=[N:16][C:15]=2[O:18][C:19]2[CH:24]=[CH:23][CH:22]=[C:21]([Cl:25])[CH:20]=2)=[CH:32][CH:31]=1 |f:1.2|. Reported procedure: To a solution of 3-(5-(4-chlorobenzyl)-6-(3-chlorophenoxy)-1-methyl-2,4-dioxo-1,2-dihydro pyrido[3,4-d]pyrimidin-3(4H)-yl)propyl formate (20 mg, 0.0389 mmol) in THF (2 mL) and water (2 mL) was added LiOH.H2O (3.2 mg, 0.078 mmol). The reaction was stirred at RT for 15 min, then diluted with EA (20 mL) and water (20 mL). The organic layer was dried over Na2SO4 and concentrated to a residue which was purified by Prep HPLC to give 5-(4-chlorobenzyl)-6-(3-chlorophenoxy)-3-(3-hydroxypropyl)-1-methylpy... The reactants are O=[N+]([O-])c1cnc(Br)s1, CCO, CCOC(=O)Cl, NNC(=S)Nc1ccccc1C(F)(F)F, FC(F)(F)c1ccccc1N=C=S, O, Oc1nnc(S)n1-c1ccccc1C(F)(F)F. Yields the product O=[N+]([O-])c1cnc(Sc2nnc(O)n2-c2ccccc2C(F)(F)F)s1. As a reaction SMILES: [Br:52][c:53]1[s:54][c:55]([N+:58](=[O:59])[O-:60])[cH:56][n:57]1.[CH3:62][CH2:63][OH:64].[Cl:29][C:30]([O:31][CH2:32][CH3:33])=[O:34].[F:14][C:15]([F:16])([F:17])[c:18]1[cH:19][cH:20][cH:21][cH:22][c:23]1[NH:24][C:25](=[S:26])[NH:27][NH2:28].[F:1][C:2]([F:3])([F:4])[c:5]1[cH:6][cH:7][cH:8][cH:9][c:10]1[N:11]=[C:12]=[S:13].[OH2:61].[OH:35][c:36]1[n:37][n:38][c:39]([SH:51])[n:40]1-[c:41]1[c:42]([C:47]([F:48])([F:49])[F:50])[cH:43][cH:44][cH:45][cH:46]1>>[OH:35][c:36]1[n:37][n:38][c:39]([S:51][c:53]2[s:54][c:55]([N+:58](=[O:59])[O-:60])[cH:56][n:57]2)[n:40]1-[c:41]1[c:42]([C:47]([F:48])([F:49])[F:50])[cH:43][cH:44][cH:45][cH:46]1. Reaction SMILES: [Br-:18].[CH2:19]([Mg+:20])[CH3:21].[CH2:1]([c:2]1[cH:3][cH:4][cH:5][cH:6][cH:7]1)[O:8][c:9]1[cH:10][cH:11][c:12]2[cH:13][cH:14][nH:15][c:16]2[cH:17]1.[CH3:22][C:23]1([CH3:31])[CH:24]([C:28](=[O:29])[Cl:30])[C:25]1([CH3:26])[CH3:27].[Cl-:35].[Cl-:37].[Cl:32][CH2:33][Cl:34].[Zn+2:36]>>[CH2:1]([c:2]1[cH:3][cH:4][cH:5][cH:6][cH:7]1)[O:8][c:9]1[cH:10][cH:11][c:12]2[c:13]([C:28]([CH:24]3[C:23]([CH3:22])([CH3:31])[C:25]3([CH3:26])[CH3:27])=[O:29])[cH:14][nH:15][c:16]2[cH:17]1. Product: CC1(C)C(C(=O)c2c[nH]c3cc(OCc4ccccc4)ccc23)C1(C)C. The reactants are [Br-], CC[Mg+], c1ccc(COc2ccc3cc[nH]c3c2)cc1, CC1(C)C(C(=O)Cl)C1(C)C, [Cl-], [Cl-], ClCCl, [Zn+2]. Starting materials: COC(C1=NC=2NCCCC2C=C1)OC (2-Dimethoxymethyl-5,6,7,8-tetrahydro-[1,8]naphthyridine). Solvent: FC(C(=O)O)(F)F (trifluoroacetic acid). Run at time 12.5 hour. Product: N1=C(C=CC=2CCCNC12)C=O (5,6,7,8-tetrahydro-[1,8]naphthyridine-2-carboxaldehyde). Reaction SMILES: C[O:2][CH:3](OC)[C:4]1[CH:13]=[CH:12][C:11]2[CH2:10][CH2:9][CH2:8][NH:7][C:6]=2[N:5]=1>FC(F)(F)C(O)=O>[N:5]1[C:6]2[NH:7][CH2:8][CH2:9][CH2:10][C:11]=2[CH:12]=[CH:13][C:4]=1[CH:3]=[O:2]. Procedure details: 14-2 (10 g, 0.048 mol) was trifluoroacetic acid (50 mL) and the resulting solution stirred under argon for 12.5 h. The TFA was removed at reduced pressure and the residue partitioned between sat. NaHCO3 and CH2Cl2. The organic layer was dried, concentrated and passed through a 3 in. pad of silica gel (10% acetone/CH2Cl2) and concentrated to afford 14-3 as a yellow crystalline solid. Starting materials: FC1=C(C=CC=C1)[C@@H]1CN(CC[C@@H]1O)C (cis-3-(2-fluorophenyl)-1-methyl-4-piperidinol), FC1=CC=C(C=C1)O (4-fluorophenol). Yields the product FC1=C(C=CC=C1)[C@@H]1CN(CC[C@H]1OC1=CC=C(C=C1)F)C (trans-3-(2-fluorophenyl)-4-(4-fluorophenoxy)-1-methylpiperidine). As a reaction SMILES: [F:1][C:2]1[CH:7]=[CH:6][CH:5]=[CH:4][C:3]=1[C@H:8]1[C@@H:13]([OH:14])[CH2:12][CH2:11][N:10]([CH3:15])[CH2:9]1.[F:16][C:17]1[CH:22]=[CH:21][C:20](O)=[CH:19][CH:18]=1>>[F:1][C:2]1[CH:7]=[CH:6][CH:5]=[CH:4][C:3]=1[C@H:8]1[C@H:13]([O:14][C:20]2[CH:21]=[CH:22][C:17]([F:16])=[CH:18][CH:19]=2)[CH2:12][CH2:11][N:10]([CH3:15])[CH2:9]1. Procedure details: The procedure of Example 53 is repeated with cis-3-(2-fluorophenyl)-1-methyl-4-piperidinol and 4-fluorophenol to yield trans-3-(2-fluorophenyl)-4-(4-fluorophenoxy)-1-methylpiperidine. This compound is treated with a solution of fumaric acid in ether containing ethanol to yield trans-4-(4-fluorophenoxy)-3-(2-fluorophenyl)-1-methylpiperidine fumarate, m.p. 205.5°-206.5° C. The crude salt is recrystallized from isopropanol to afford colorless crystals, m.p. 205.5°-206.5. Reactants: CC=1N=NC2=NC=NC(C21)=O (3-methyl-pyrazolo[3,4-d]pyrimidin-4-one), P(=O)(Cl)(Cl)Cl (phosphorus oxychloride), C(C)(C)N(CC)C(C)C (diisopropylethylamine). Yields the product ClC1=C2C(=NC=N1)NN=C2C (4-chloro-3-methyl-1H-pyrazolo[3,4-d]pyrimidine). RXN SMILES: [CH3:1][C:2]1[N:3]=[N:4][C:5]2[C:10]=1[C:9](=O)[N:8]=[CH:7][N:6]=2.C(N(C(C)C)CC)(C)C.P(Cl)(Cl)([Cl:23])=O>>[Cl:23][C:9]1[N:8]=[CH:7][N:6]=[C:5]2[NH:4][N:3]=[C:2]([CH3:1])[C:10]=12. Procedure details: To a stirred suspension of 3-methyl-pyrazolo[3,4-d]pyrimidin-4-one (7.50 g, 50.0 mmol, Example 2) in phosphorus oxychloride (150 mL) was added diisopropylethylamine (31 mL, 175 mmol, Aldrich). The mixture was heated at reflux for 2.5 hours before the solvent was evaporated under reduced pressure. The residue was treated with ice (200 g) and made slightly basic with 4N aqueous sodium hydroxide solution and extracted with ethyl acetate (3×250 mL). The combined organic extracts were washed with wat...